This data is from the Open Reaction Database (ORD), a public repository of structured organic reaction records. The task is: describe an organic reaction: reactants, conditions, products, and yield The reactants are C([O-])(O)=O.[Na+] (sodium bicarbonate), OC1=C(C=CC(=C1)OC)NC(C1=CN=C(C=C1)NC)=O (N-(2-Hydroxy-4-methoxyphenyl)-6-(methylamino)nicotinamide), C(C)(=O)O (acetic acid). Solvent: O (water). Reaction conditions: time 25 minute. Product: COC1=CC2=C(N=C(O2)C=2C=CC(=NC2)N(C(C)=O)C)C=C1 (N-[5-(6-methoxy-1,3-benzoxazol-2-yl)pyridin-2-yl]-N-methylacetamide), COC1=CC2=C(N=C(O2)C=2C=CC(=NC2)NC)C=C1 (5-(6-Methoxy-1,3-benzoxazol-2-yl)-N-methylpyridin-2-amine). RXN SMILES: O[C:2]1[CH:7]=[C:6]([O:8][CH3:9])[CH:5]=[CH:4][C:3]=1[NH:10][C:11](=[O:20])[C:12]1[CH:17]=[CH:16][C:15]([NH:18][CH3:19])=[N:14][CH:13]=1.[C:21](O)(=[O:23])[CH3:22].C(=O)(O)[O-].[Na+]>O>[CH3:9][O:8][C:6]1[CH:5]=[CH:4][C:3]2[N:10]=[C:11]([C:12]3[CH:17]=[CH:16][C:15]([N:18]([CH3:19])[C:21](=[O:23])[CH3:22])=[N:14][CH:13]=3)[O:20][C:2]=2[CH:7]=1.[CH3:9][O:8][C:6]1[CH:5]=[CH:4][C:3]2[N:10]=[C:11]([C:12]3[CH:17]=[CH:16][C:15]([NH:18][CH3:19])=[N:14][CH:13]=3)[O:20][C:2]=2[CH:7]=1 |f:2.3|. Reported procedure: N-(2-Hydroxy-4-methoxyphenyl)-6-(methylamino)nicotinamide (0.23 g, 0.84 mmol) was mixed with acetic acid (4 mL) and the reaction was run in a microwave reactor at 200° C. for 25 minutes. The reaction mixture was added to water and made basic with sodium bicarbonate (sat. aq.). The aqueous solution was extracted three times with diethyl ether and the combined organic layers were washed with brine, dried (MgSO4) and evaporated. The crude product was purified first by flash column chromatography (h... Starting materials: [N+](=O)([O-])C1=CC=C(C(C=O)=C1)O (5-nitrosalicylaldehyde), BrCC(=O)OCC (ethyl bromoacetate), C(=O)([O-])[O-].[K+].[K+] (K2CO3), [Na+].[I-] (NaI). The solvent is C1CCOC1 (THF). Product: C(C)OC(=O)COC1=C(C=O)C=C(C=C1)[N+](=O)[O-] (2-(Ethoxycarbonyl)methoxy-5-nitrobenzaldehyde). Yield: 79.0%. RXN SMILES: [N+:1]([C:4]1[CH:11]=[C:8]([CH:9]=[O:10])[C:7]([OH:12])=[CH:6][CH:5]=1)([O-:3])=[O:2].Br[CH2:14][C:15]([O:17][CH2:18][CH3:19])=[O:16].C([O-])([O-])=O.[K+].[K+].[Na+].[I-]>C1COCC1>[CH2:18]([O:17][C:15]([CH2:14][O:12][C:7]1[CH:6]=[CH:5][C:4]([N+:1]([O-:3])=[O:2])=[CH:11][C:8]=1[CH:9]=[O:10])=[O:16])[CH3:19] |f:2.3.4,5.6|. Procedure: A solution of 5-nitrosalicylaldehyde (Aldrich) (0.167 g, 1.0 mmol), ethyl bromoacetate (0.166 g, 1.0 mmol), K2CO3 (0.276 g, 2.0 mmol) and NaI (0.015 g, 0.1 mmol) in THF (10 mL) is heated to 80° C. for 24 h. The solution is concentrated and the residue is purified by chromatography (silica gel, gradient, 5-20% CH3OH in CH2Cl2) to afford the title compound (0.20 g, 87%).